This data is from the Open Reaction Database (ORD), a public repository of structured organic reaction records. The task is: describe an organic reaction: reactants, conditions, products, and yield Starting materials: COc1ccc(CN)c(OC)c1, CCOC(C)=O, CC(C)O, c1ccc2c(c1)[nH]c1cccc(OCC3CO3)c12. Yields the product COc1ccc(CNCC(O)COc2cccc3[nH]c4ccccc4c23)c(OC)c1. RXN SMILES: [CH3:19][O:20][c:21]1[c:22]([CH2:23][NH2:24])[cH:25][cH:26][c:27]([O:29][CH3:30])[cH:28]1.[CH3:31][CH2:32][O:33][C:34]([CH3:35])=[O:36].[CH:37]([OH:38])([CH3:39])[CH3:40].[O:1]1[CH:2]([CH2:3][O:4][c:5]2[cH:6][cH:7][cH:8][c:9]3[nH:10][c:11]4[cH:12][cH:13][cH:14][cH:15][c:16]4[c:17]23)[CH2:18]1>>[OH:1][CH:2]([CH2:3][O:4][c:5]1[cH:6][cH:7][cH:8][c:9]2[nH:10][c:11]3[cH:12][cH:13][cH:14][cH:15][c:16]3[c:17]12)[CH2:18][NH:24][CH2:23][c:22]1[c:21]([O:20][CH3:19])[cH:28][c:27]([O:29][CH3:30])[cH:26][cH:25]1. The reactants are FC(OC=1C=C(C=CC1)C1=COC2=C1C=C(C=C2)C(=O)NN)(F)F (3-[3-(trifluoromethoxy)phenyl]-1-benzofuran-5-carbohydrazide), ClCC(OC)(OC)OC (2-chloro-1,1,1-trimethoxyethane). Reaction conditions: temperature 80 celsius, time 3 hour. Yields the product ClCC=1OC(=NN1)C=1C=CC2=C(C(=CO2)C2=CC(=CC=C2)OC(F)(F)F)C1 (2-(chloromethyl)-5-[3-[3-(trifluoromethoxy)phenyl]-1-benzofuran-5-yl]-1,3,4-oxadiazole). Yield: 67.9%. As a reaction SMILES: [F:1][C:2]([F:24])([F:23])[O:3][C:4]1[CH:5]=[C:6]([C:10]2[C:14]3[CH:15]=[C:16]([C:19]([NH:21][NH2:22])=[O:20])[CH:17]=[CH:18][C:13]=3[O:12][CH:11]=2)[CH:7]=[CH:8][CH:9]=1.[Cl:25][CH2:26][C:27](OC)(OC)OC>>[Cl:25][CH2:26][C:27]1[O:20][C:19]([C:16]2[CH:17]=[CH:18][C:13]3[O:12][CH:11]=[C:10]([C:6]4[CH:7]=[CH:8][CH:9]=[C:4]([O:3][C:2]([F:23])([F:1])[F:24])[CH:5]=4)[C:14]=3[CH:15]=2)=[N:21][N:22]=1. Procedure details: A mixture of 3-[3-(trifluoromethoxy)phenyl]-1-benzofuran-5-carbohydrazide (3.00 g, 8.92 mmol) and 2-chloro-1,1,1-trimethoxyethane (4.70 mL, 24.4 mmol) was stirred at 80° C. for 3 hr. The reaction mixture was purified by silica gel column chromatography (hexane/ethyl acetate=1/1) and recrystallized from hexane/ethyl acetate to give the title compound (2.39 g, yield 68%) as colorless crystals. The reactants are [H-].[Na+] (NaH), BrCCCN1C(C=2C(C1=O)=CC=CC2)=O (N-(3-bromopropyl)phthalimide), OC=1C=NC=CC1 (3-Hydroxypyridine). Run in O (water), CN(C)C=O (DMF). Conditions: time 64 hour. The product is N1=CC(=CC=C1)OCCCN1C(C=2C(C1=O)=CC=CC2)=O (N-(3-(3-pyridyloxy)propyl)phthalimide). Yield: 102.1%. RXN SMILES: [OH:1][C:2]1[CH:3]=[N:4][CH:5]=[CH:6][CH:7]=1.[H-].[Na+].Br[CH2:11][CH2:12][CH2:13][N:14]1[C:18](=[O:19])[C:17]2=[CH:20][CH:21]=[CH:22][CH:23]=[C:16]2[C:15]1=[O:24]>CN(C=O)C.O>[N:4]1[CH:5]=[CH:6][CH:7]=[C:2]([O:1][CH2:11][CH2:12][CH2:13][N:14]2[C:18](=[O:19])[C:17]3=[CH:20][CH:21]=[CH:22][CH:23]=[C:16]3[C:15]2=[O:24])[CH:3]=1 |f:1.2|. Procedure details: 3-Hydroxypyridine(2.83 g, 29.83 mmol) was dissolved in DMF (70 mL), the solution was cooled in an ice bath, NaH (1.3 g, 32.81 mmol) and N-(3-bromopropyl)phthalimide (8 g, 29.83 mmol, Aldrich) were added, the ice bath was removed, and the reaction mixture was stirred for 64 hours. The reaction was diluted with CH2Cl2 and filtered through celite to give a 1:1 mixture of N- and O-alkylated products. Recrystallization from EtOH afforded a 4:1 mixture of N- and O-alkylated products. The mother liquor... The reactants are ClC=1C=C(C=C(C1)Cl)C=1C=C(C=CC1)S(=O)(=O)Cl ([3-(3,5-dichlorophenyl)phenyl]sulfonyl chloride), CC(=O)O (HOAc), ester, NC=1C=C(C(=O)OC)C=CC1 (methyl 3-aminobenzoate), [Li+].[OH-] (LiOH). Run in C1CCOC1 (THF). Conditions: temperature 56 celsius, time 8 hour. Product: ClC=1C=C(C=C(C1)Cl)C1=CC(=CC=C1)S(=O)(=O)NC=1C=C(C(=O)OC)C=CC1 (methyl 3-{[(3′,5′-dichlorobiphenyl-3-yl)sulfonyl]amino}benzoate), ClC=1C=C(C=C(C1)Cl)C=1C=C(C=CC1)S(=O)(=O)NC=1C=C(C(=O)O)C=CC1 (3-[[3-(3,5-Dichlorophenyl)phenyl]sulfonylamino]benzoic acid), [Li]OC(=O)C (LiOAc). Reaction SMILES: [NH2:1][C:2]1[CH:3]=[C:4]([CH:9]=[CH:10][CH:11]=1)[C:5]([O:7][CH3:8])=[O:6].[Cl:12][C:13]1[CH:14]=[C:15]([C:20]2[CH:21]=[C:22]([S:26](Cl)(=[O:28])=[O:27])[CH:23]=[CH:24][CH:25]=2)[CH:16]=[C:17]([Cl:19])[CH:18]=1.[Li+:30].[OH-].[CH3:32][C:33]([OH:35])=[O:34]>C1COCC1>[Cl:19][C:17]1[CH:16]=[C:15]([C:20]2[CH:25]=[CH:24][CH:23]=[C:22]([S:26]([NH:1][C:2]3[CH:3]=[C:4]([CH:9]=[CH:10][CH:11]=3)[C:5]([O:7][CH3:8])=[O:6])(=[O:28])=[O:27])[CH:21]=2)[CH:14]=[C:13]([Cl:12])[CH:18]=1.[Cl:19][C:17]1[CH:16]=[C:15]([C:20]2[CH:21]=[C:22]([S:26]([NH:1][C:2]3[CH:3]=[C:4]([CH:9]=[CH:10][CH:11]=3)[C:5]([OH:7])=[O:6])(=[O:28])=[O:27])[CH:23]=[CH:24][CH:25]=2)[CH:14]=[C:13]([Cl:12])[CH:18]=1.[Li:30][O:34][C:33]([CH3:32])=[O:35] |f:2.3|. Procedure: The intermediate methyl 3-{[(3′,5′-dichlorobiphenyl-3-yl)sulfonyl]amino}benzoate was synthesised according to the first step in General Procedure 2, described in Example 5, with methyl 3-aminobenzoate (7.55 mg, 0.05 mmol) and [3-(3,5-dichlorophenyl)phenyl]sulfonyl chloride (17.7 mg, 0.055 mmol). The ester intermediate was dissolved in aqueous THF (2 mL, 1:1 THF/water) and then LiOH (11 mg, 0.26 mmol, 6 equiv.) was added. The reaction mixture was stirred at 56° C. overnight. After addition of HOA...